This data is from the Open Reaction Database (ORD), a public repository of structured organic reaction records. The task is: describe an organic reaction: reactants, conditions, products, and yield Reactants: OCC1N(CC=C1)C(=O)OC(C)(C)C (tert-butyl 2-(hydroxymethyl)-2,5-dihydro-1H-pyrrole-1-carboxylate), BrC1=C(C=C(C=C1)OC)O (2-bromo-5-methoxyphenol), CCOC(=O)/N=N/C(=O)OCC (DEAD). Solvent: C1CCOC1 (THF), C1(=CC=CC=C1)C (toluene). Conditions: time 21 hour. Product: BrC1=C(OCC2N(CC=C2)C(=O)OC(C)(C)C)C=C(C=C1)OC (Tert-butyl 2-[(2-bromo-5-methoxyphenoxy)methyl]-2,5-dihydro-1H-pyrrole-1-carboxylate). The yield is 9.5%. RXN SMILES: [OH:1][CH2:2][CH:3]1[CH:7]=[CH:6][CH2:5][N:4]1[C:8]([O:10][C:11]([CH3:14])([CH3:13])[CH3:12])=[O:9].[Br:15][C:16]1[CH:21]=[CH:20][C:19]([O:22][CH3:23])=[CH:18][C:17]=1O.CCOC(/N=N/C(OCC)=O)=O>C1COCC1.C1(C)C=CC=CC=1>[Br:15][C:16]1[CH:21]=[CH:20][C:19]([O:22][CH3:23])=[CH:18][C:17]=1[O:1][CH2:2][CH:3]1[CH:7]=[CH:6][CH2:5][N:4]1[C:8]([O:10][C:11]([CH3:14])([CH3:13])[CH3:12])=[O:9]. Procedure: To a solution of tert-butyl 2-(hydroxymethyl)-2,5-dihydro-1H-pyrrole-1-carboxylate (8.96 g, 0.45 mol, from Specialty Chemicals, Inc.) and 2-bromo-5-methoxyphenol (9.32 g, 0.46 mol) in THF (180 mL) was added DEAD (20.5 mL) in toluene (40 wt %) dropwise at 0° C. The reaction was stirred for 21 h at RT and the solvent was evaporated. The residue was suspended in methyl tert-butylether (50 mL) and the solution was filtered and concentrated. The resulting residue was dissolved in DCM, washed with 0.6... Starting materials: OC(CNC1=C(C=CC=C1C)C)C (N-(β-hydroxypropyl)-2,6-dimethyl-aniline), O (water), [OH-].[Na+] (sodium hydroxide), P(Br)(Br)Br (phosphorous tribromide), O (water). Run in C(Cl)(Cl)Cl (chloroform), C(Cl)(Cl)Cl (chloroform). Conditions: time 6 hour. Yields the product BrC(CNC1=C(C=CC=C1C)C)C (N-(β-bromopropyl)-2,6-dimethyl-aniline). Yield: 87.5%. As a reaction SMILES: P(Br)(Br)[Br:2].O[CH:6]([CH3:17])[CH2:7][NH:8][C:9]1[C:14]([CH3:15])=[CH:13][CH:12]=[CH:11][C:10]=1[CH3:16].O.[OH-].[Na+]>C(Cl)(Cl)Cl>[Br:2][CH:6]([CH3:17])[CH2:7][NH:8][C:9]1[C:14]([CH3:15])=[CH:13][CH:12]=[CH:11][C:10]=1[CH3:16] |f:3.4|. Procedure: A mixture of 250 ml (712 g, 2.63 moles) of phosphorous tribromide and 250 ml of dry chloroform is added dropwise to a solution of 100 g (0.558 moles) of N-(β-hydroxypropyl)-2,6-dimethyl-aniline in 500 ml of dry chloroform. During the addition the temperature of the mixture is maintained below +25° C. by cooling with icy water. The resulting mixture is boiled for 6 hours, thereafter it is cooled on salted ice, and 100 ml of water are added dropwise. The pH of the resulting mixture is adjusted to ... Reactants: OC[C@H]1N(C[C@H](C1)NC(=O)C1=NN(C2=CC=CC=C12)C(C)C)C(=O)OC(C)(C)C (tert-Butyl (2S,4S)-2-(hydroxymethyl)-4-{[(1-isopropyl-1H-indazol-3-yl)carbonyl]amino}pyrrolidine-1-carboxylate), [H-].[Na+] (sodium hydride), BrCC(=O)OCC (ethyl bromoacetate), C1COCCOCCOCCOCCOCCO1 (18-crown-6). The solvent is O1CCCC1 (tetrahydrofuran), O1CCCC1 (tetrahydrofuran). Conditions: time 8 hour. The product is C(C)OC(COC[C@H]1N(C[C@H](C1)NC(=O)C1=NN(C2=CC=CC=C12)C(C)C)C(=O)OC(C)(C)C)=O (tert-Butyl (2S,4S)-2-[(2-ethoxy-2-oxoethoxy)methyl]-4-{[(1-isopropyl-1H-indazol-3-yl)carbonyl]amino}pyrrolidine-1-carboxylate). The yield is 71.3%. As a reaction SMILES: [OH:1][CH2:2][C@@H:3]1[CH2:7][C@H:6]([NH:8][C:9]([C:11]2[C:19]3[C:14](=[CH:15][CH:16]=[CH:17][CH:18]=3)[N:13]([CH:20]([CH3:22])[CH3:21])[N:12]=2)=[O:10])[CH2:5][N:4]1[C:23]([O:25][C:26]([CH3:29])([CH3:28])[CH3:27])=[O:24].[H-].[Na+].C1OCCOCCOCCOCCOCCOC1.Br[CH2:51][C:52]([O:54][CH2:55][CH3:56])=[O:53]>O1CCCC1>[CH2:55]([O:54][C:52](=[O:53])[CH2:51][O:1][CH2:2][C@@H:3]1[CH2:7][C@H:6]([NH:8][C:9]([C:11]2[C:19]3[C:14](=[CH:15][CH:16]=[CH:17][CH:18]=3)[N:13]([CH:20]([CH3:21])[CH3:22])[N:12]=2)=[O:10])[CH2:5][N:4]1[C:23]([O:25][C:26]([CH3:27])([CH3:29])[CH3:28])=[O:24])[CH3:56] |f:1.2|. Procedure: To a stirred solution of tert-butyl (2S,4S)-2-(hydroxymethyl)-4-{[(1-isopropyl-1H-indazol-3-yl) carbonyl]amino}pyrrolidine-1-carboxylate (358 mg, 0.89 mmol, step 2 of Example 7) in tetrahydrofuran (7 mL) was added sodium hydride (60% dispersion in mineral oil, 90 mg, 2.2 mmol) at 0° C. Then to the solution was added 18-crown-6 (164 mg, 0.45 mmol) and a solution of ethyl bromoacetate (446 mg, 2.67 mmol) in tetrahydrofuran (5 mL) at 0° C. It was stirred overnight rising to room temperature. The re...